From a dataset of the Open Reaction Database (ORD), a public repository of structured organic reaction records. describe an organic reaction: reactants, conditions, products, and yield The reactants are [Si](C)(C)(C(C)(C)C)OCC(C)C1=CC=C(C=C1)B(O)O (4-(1-(tert-butyldimethylsilyloxy)propan-2-yl)phenylboronic acid), BrC1=CC=C(C=C1)CC(C)O[Si](C)(C)C(C)(C)C ((1-(4-bromophenyl)propan-2-yloxy)(tert-butyl)dimethylsilane). Product: [Si](C)(C)(C(C)(C)C)OC(CC1=CC=C(C=C1)B(O)O)C (4-(2-(tert-butyldimethylsilyloxy)propyl)phenylboronic acid). Yield: 54.0%. Reaction SMILES: [Si:1]([O:8][CH2:9][CH:10]([C:12]1[CH:17]=[CH:16][C:15]([B:18]([OH:20])[OH:19])=[CH:14][CH:13]=1)C)([C:4]([CH3:7])([CH3:6])[CH3:5])([CH3:3])[CH3:2].Br[C:22]1C=CC(CC(O[Si](C(C)(C)C)(C)C)C)=CC=1>>[Si:1]([O:8][CH:9]([CH3:22])[CH2:10][C:12]1[CH:13]=[CH:14][C:15]([B:18]([OH:19])[OH:20])=[CH:16][CH:17]=1)([C:4]([CH3:5])([CH3:6])[CH3:7])([CH3:2])[CH3:3]. Procedure details: According to the procedure for the preparation of 73D, 77B (2.14 g, 6.50 mmol) afforded 1.04 g (54%) of 77C as a colorless solid. MS (ESI) m/z 295.2 (M+H)+. Run at time 30 minute. Starting materials: COC1=CC(=C(C(=C1)C)S(=O)(=O)N1C(CCCC1)CCCS(=O)(=O)Cl)C (3-(1-(4-Methoxy-2,6-dimethylphenylsulfonyl)piperidin-2-yl)propane-1-sulfonyl chloride), N1=CC=C(C=C1)N1CCC2(CC1)CCNCC2 (3-(pyridin-4-yl)-3,9-diazaspiro[5.5]undecane), CCN(C(C)C)C(C)C (DIPEA). RXN SMILES: [CH3:1][O:2][C:3]1[CH:8]=[C:7]([CH3:9])[C:6]([S:10]([N:13]2[CH2:18][CH2:17][CH2:16][CH2:15][CH:14]2[CH2:19][CH2:20][CH2:21][S:22](Cl)(=[O:24])=[O:23])(=[O:12])=[O:11])=[C:5]([CH3:26])[CH:4]=1.[N:27]1[CH:32]=[CH:31][C:30]([N:33]2[CH2:38][CH2:37][C:36]3([CH2:43][CH2:42][NH:41][CH2:40][CH2:39]3)[CH2:35][CH2:34]2)=[CH:29][CH:28]=1.CCN(C(C)C)C(C)C>C(Cl)Cl>[CH3:1][O:2][C:3]1[CH:8]=[C:7]([CH3:9])[C:6]([S:10]([N:13]2[CH2:18][CH2:17][CH2:16][CH2:15][CH:14]2[CH2:19][CH2:20][CH2:21][S:22]([N:41]2[CH2:40][CH2:39][C:36]3([CH2:37][CH2:38][N:33]([C:30]4[CH:31]=[CH:32][N:27]=[CH:28][CH:29]=4)[CH2:34][CH2:35]3)[CH2:43][CH2:42]2)(=[O:24])=[O:23])(=[O:12])=[O:11])=[C:5]([CH3:26])[CH:4]=1. The solvent is C(Cl)Cl (methylene chloride). Yields the product COC1=CC(=C(C(=C1)C)S(=O)(=O)N1C(CCCC1)CCCS(=O)(=O)N1CCC2(CC1)CCN(CC2)C2=CC=NC=C2)C (3-(3-(1-(4-Methoxy-2,6-dimethylphenylsulfonyl)piperidin-2-yl)-propylsulfonyl)-9-(pyridin-4-yl)-3,9-diazaspiro[5.5]undecane). Reported procedure: 3-(1-(4-Methoxy-2,6-dimethylphenylsulfonyl)piperidin-2-yl)propane-1-sulfonyl chloride (1.3 mmol, 1 eq) in MC (5 ml) was added to a solution of 3-(pyridin-4-yl)-3,9-diazaspiro[5.5]undecane (1.56 mmol, 1.2 eq) and DIPEA (5.2 eq) at 0° C. and the mixture was stirred for 30 min. The reaction mixture was subsequently warmed to room temperature and stirred for 12 h. The reaction mixture was diluted with methylene chloride and washed with water and sat. sodium chloride solution. The organic phase was d... Reactants: Cc1ccc(Br)cc1C(O)c1nc2ccccc2s1, ClCCl. Yields the product Cc1ccc(Br)cc1C(=O)c1nc2ccccc2s1. Reaction SMILES: [Br:1][c:2]1[cH:3][cH:4][c:5]([CH3:19])[c:6]([CH:8]([OH:9])[c:10]2[s:11][c:12]3[c:13]([n:14]2)[cH:15][cH:16][cH:17][cH:18]3)[cH:7]1.[Cl:20][CH2:21][Cl:22]>>[Br:1][c:2]1[cH:3][cH:4][c:5]([CH3:19])[c:6]([C:8](=[O:9])[c:10]2[s:11][c:12]3[c:13]([n:14]2)[cH:15][cH:16][cH:17][cH:18]3)[cH:7]1. Starting materials: Cl (hydrochloric acid), C(F)(C(F)(F)F)(C(F)(F)F)C(F)(F)C(F)(F)C(F)(F)C(F)(F)C(F)(F)C(F)(F)CCS ((CF3)2CF(CF2)6C2H4SH), C[O-].[Na+] (sodium methoxide), C1C(O1)CO (glycidol). Solvent: O (water), CO (methanol). Run at temperature 25 celsius, time 3 hour. Product: C(F)(C(F)(F)F)(C(F)(F)F)C(F)(F)C(F)(F)C(F)(F)C(F)(F)C(F)(F)C(F)(F)CCSCC(O)CO ((CF3)2CF(CF2)6C2H4SCH2CH(OH)CH2OH). Reaction SMILES: [C:1]([C:11]([C:14]([C:17]([C:20]([C:23]([C:26]([CH2:29][CH2:30][SH:31])([F:28])[F:27])([F:25])[F:24])([F:22])[F:21])([F:19])[F:18])([F:16])[F:15])([F:13])[F:12])([C:7]([F:10])([F:9])[F:8])([C:3]([F:6])([F:5])[F:4])[F:2].C[O-].[Na+].[CH2:35]1[O:37][CH:36]1[CH2:38][OH:39].Cl>O.CO>[C:1]([C:11]([C:14]([C:17]([C:20]([C:23]([C:26]([CH2:29][CH2:30][S:31][CH2:35][CH:36]([CH2:38][OH:39])[OH:37])([F:27])[F:28])([F:24])[F:25])([F:21])[F:22])([F:19])[F:18])([F:16])[F:15])([F:13])[F:12])([C:7]([F:10])([F:9])[F:8])([C:3]([F:6])([F:5])[F:4])[F:2] |f:1.2|. Procedure details: A 500 ml reaction flask is charged with 50 g (0.094 mole) of (CF3)2CF(CF2)6C2H4SH, 5.1 g (0.094 mole) of sodium methoxide and 100 ml of methanol. To this is slowly added glycidol while maintaining the temperature at 25°C with an ice bath. After addition is completed, the reaction mixture is stirred for 3 hours, and then there is added 150 ml of water and enough concentrated hydrochloric acid to neutralize the base. Extraction with 1,1,2-trichloro-1,2,2-trifluoroethane and evaporation of solvent ... Reactants: OC1=CC(=C(C=C1)OC)OC (1-hydroxy-3,4-dimethoxybenzene), C(C=C)Br (allyl bromide). The product is OC1=CC(=C(C=C1CCC)OC)OC (1-hydroxy-6-propyl-3,4-dimethoxybenzene). RXN SMILES: [OH:1][C:2]1[CH:7]=[CH:6][C:5]([O:8][CH3:9])=[C:4]([O:10][CH3:11])[CH:3]=1.[CH2:12](Br)[CH:13]=[CH2:14]>>[OH:1][C:2]1[C:7]([CH2:12][CH2:13][CH3:14])=[CH:6][C:5]([O:8][CH3:9])=[C:4]([O:10][CH3:11])[CH:3]=1. Procedure: Following the procedure as in Example 3B, the same product can be obtained starting from 1-hydroxy-3,4-dimethoxybenzene and allyl bromide, Claisen rearrangement and hydrogenation Reactants: C(C)C1C(CCCC1)=O.C(C=O)(=O)[O-] (ethyl 2-cyclohexanone glyoxylate), ClC1=C(N)C(=CC=C1)Cl (2,6-dichloroaniline). The solvent is CO (methanol). Product: ClC1=C(C(=CC=C1)Cl)N1C(=O)C(=O)C=2CCCCC12 (4,5,6,7-tetrahydro-N-(2,6-dichlorophenyl)-isatin). Reaction SMILES: C([CH:3]1[CH2:8][CH2:7][CH2:6][CH2:5][C:4]1=O)C.[C:10]([O-:14])(=O)[CH:11]=[O:12].[Cl:15][C:16]1[CH:22]=[CH:21][CH:20]=[C:19]([Cl:23])[C:17]=1[NH2:18]>CO>[Cl:15][C:16]1[CH:22]=[CH:21][CH:20]=[C:19]([Cl:23])[C:17]=1[N:18]1[C:3]2[CH2:4][CH2:5][CH2:6][CH2:7][C:8]=2[C:10](=[O:14])[C:11]1=[O:12] |f:0.1|. Procedure details: A solution of 65 g (0.33 mols) of ethyl 2-cyclohexanone-glyoxylate and 135 g (0.83 mols) of 2,6-dichloroaniline in 150 ml of methanol is refluxed for 30 hours. After this period, there is introduced steam into the reaction vessel, thus removing the excess 2,6-dichloroaniline. The residue of the steam distillation is removed by filtration and recrystallized from methanol.